From a dataset of the Open Reaction Database (ORD), a public repository of structured organic reaction records. describe an organic reaction: reactants, conditions, products, and yield Starting materials: CC1=CC=C(C=C1)S(=O)(=O)OCC1OC(OC1)(C)C ((2,2-dimethyl-1,3-dioxolan-4-yl)methyl 4-methylbenzenesulfonate), [N-]=[N+]=[N-].[Na+] (sodium azide). The solvent is CN(C)C=O (DMF). Run at temperature 80 celsius, time 18 hour. Product: N(=[N+]=[N-])CC1OC(OC1)(C)C (4-(Azidomethyl)-2,2-dimethyl-1,3-dioxolane). Yield: 70.0%. RXN SMILES: CC1C=CC(S(O[CH2:12][CH:13]2[CH2:17][O:16][C:15]([CH3:19])([CH3:18])[O:14]2)(=O)=O)=CC=1.[N-:20]=[N+:21]=[N-:22].[Na+]>CN(C=O)C>[N:20]([CH2:12][CH:13]1[CH2:17][O:16][C:15]([CH3:19])([CH3:18])[O:14]1)=[N+:21]=[N-:22] |f:1.2|. Procedure details: To a solution of (2,2-dimethyl-1,3-dioxolan-4-yl)methyl 4-methylbenzenesulfonate (5.73 g, 20.00 mmol) in DMF (40 mL) was added sodium azide (2.6 g, 40.00 mmol) and the reaction mixture was stirred at 80° C. for 18 hr. The solvent was evaporated under reduced pressure, diluted with water (100 mL) and extracted 3 times with ethyl acetate (3×75 mL), which was consecutively washed with H2O (100 mL), brine (100 mL) and finally dried over MgSO4. The solvent was removed under vacuum to afford 2.2 g of ...